From a dataset of the Open Reaction Database (ORD), a public repository of structured organic reaction records. describe an organic reaction: reactants, conditions, products, and yield Reactants: C12(CC3CC(CC(C1)C3)C2)C(=O)N2CCC(C3=CC=CC=C23)O (adamantan-1-yl-(4-hydroxy-3,4-dihydro-2H-quinolin-1-yl)-methanone), [H-].[Na+] (NaH), C1CCOC1 (THF). Solvent: O (water). The product is C12(CC3CC(CC(C1)C3)C2)C(=O)N2CCC(C3=CC=CC=C23)OCC (Adamantan-1-yl-(4-ethoxy-3,4-dihydro-2H-quinolin-1-yl)-methanone). Reaction SMILES: [C:1]12([C:11]([N:13]3[C:22]4[C:17](=[CH:18][CH:19]=[CH:20][CH:21]=4)[CH:16]([OH:23])[CH2:15][CH2:14]3)=[O:12])[CH2:10][CH:5]3[CH2:6][CH:7]([CH2:9][CH:3]([CH2:4]3)[CH2:2]1)[CH2:8]2.[H-].[Na+].[CH2:26]1COC[CH2:27]1>O>[C:1]12([C:11]([N:13]3[C:22]4[C:17](=[CH:18][CH:19]=[CH:20][CH:21]=4)[CH:16]([O:23][CH2:26][CH3:27])[CH2:15][CH2:14]3)=[O:12])[CH2:8][CH:7]3[CH2:9][CH:3]([CH2:4][CH:5]([CH2:6]3)[CH2:10]1)[CH2:2]2 |f:1.2|. Procedure details: A mixture of 0.1 g (0.32 mmol) adamantan-1-yl-(4-hydroxy-3,4-dihydro-2H-quinolin-1-yl)-methanone and 35 mg (55% in oil, 0.8 mmol) NaH in 5 mL THF at 0° C. was treated with 0.15 g (0.99 mmol) iododethane and allowed to stir to room temperature and subsequently heated to 50° C. overnight. The mixture was diluted with water and extracted with ethyl acetate. The combined organic phases were dried with MgSO4, filtered and evaporated. The residue was subjected to column chromatography on reversed phas... The reactants are C(#N)C1=CC(=C(C=O)C=C1)C1=CC=CC=C1 (4-cyano-2-phenylbenzaldehyde), C([O-])([O-])=O.[NH4+].[NH4+] (ammonium carbonate), [C-]#N.[K+] (potassium cyanide), C(C)O.O (ethanol water). Run in O (water). Run at temperature 85 celsius. The product is NC(C(=O)O)C1=C(C=C(C=C1)C(=O)O)C1=CC=CC=C1 (2-Amino-2-(4-carboxy-2-phenylphenyl)acetic acid). Reaction SMILES: C(C1[CH:10]=[CH:9][C:6]([CH:7]=O)=[C:5]([C:11]2[CH:16]=[CH:15][CH:14]=[CH:13][CH:12]=2)[CH:4]=1)#N.[C:17](=[O:20])([O-:19])[O-].[NH4+:21].[NH4+].[C-]#N.[K+].[CH2:26]([OH:28])[CH3:27].[OH2:29]>O>[NH2:21][CH:7]([C:6]1[CH:9]=[CH:10][C:27]([C:26]([OH:29])=[O:28])=[CH:4][C:5]=1[C:11]1[CH:16]=[CH:15][CH:14]=[CH:13][CH:12]=1)[C:17]([OH:19])=[O:20] |f:1.2.3,4.5,6.7|. Reported procedure: A stirred mixture of 4-cyano-2-phenylbenzaldehyde (0.15 g, 0.7 mmol), ammonium carbonate (0.27 g, 2.8 mmol) and potassium cyanide (91 mg, 1.4 mmol) in ethanol-water (1:1, 4 ml) was heated to 85° C. for 4 hours in a sealed vessel. After cooling, the mixture was diluted with water (2 ml) and cautiously acidified to pH1 precipitating a sticky solid. The crude solid was dissolved in 2M sodium hydroxide and heated to 120° C. for 16 hours in a sealed vessel. After cooling, the reaction solution was ch... The reactants are ClC1=CC(=C(C=N1)NC)C1=C(C=CC=C1)Cl ([6-chloro-4-(2-chloro-phenyl)-pyridin-3-yl]-methyl-amine), ClC=1C=C(C=C(C1)Cl)C(C(=O)Cl)(C)C (2-(3,5-dichloro-phenyl)-2-methyl-propionyl chloride), C1(=CC=CC=C1)C (toluene). Run in C(=O)(O)[O-].[Na+] (NaHCO3). Run at time 48 hour. The product is ClC1=CC(=C(C=N1)N(C(C(C)(C)C1=CC(=CC(=C1)Cl)Cl)=O)C)C1=C(C=CC=C1)Cl (N-[6-Chloro-4-(2-chloro-phenyl)-pyridin-3-yl]-2-(3,5-dichloro-phenyl)-N-methyl-isobutyramide). Isolated yield 85.6%. Reaction SMILES: [Cl:1][C:2]1[N:7]=[CH:6][C:5]([NH:8][CH3:9])=[C:4]([C:10]2[CH:15]=[CH:14][CH:13]=[CH:12][C:11]=2[Cl:16])[CH:3]=1.[Cl:17][C:18]1[CH:19]=[C:20]([C:25]([CH3:30])([CH3:29])[C:26](Cl)=[O:27])[CH:21]=[C:22]([Cl:24])[CH:23]=1.C1(C)C=CC=CC=1>C([O-])(O)=O.[Na+]>[Cl:1][C:2]1[N:7]=[CH:6][C:5]([N:8]([CH3:9])[C:26](=[O:27])[C:25]([C:20]2[CH:19]=[C:18]([Cl:17])[CH:23]=[C:22]([Cl:24])[CH:21]=2)([CH3:30])[CH3:29])=[C:4]([C:10]2[CH:15]=[CH:14][CH:13]=[CH:12][C:11]=2[Cl:16])[CH:3]=1 |f:3.4|. Procedure details: To a solution of 1.20 g (4.74 mmol) [6-chloro-4-(2-chloro-phenyl)-pyridin-3-yl]-methyl-amine and 1.43 g (5.68 mmol) 2-(3,5-dichloro-phenyl)-2-methyl-propionyl chloride in 20 ml toluene 1.27 g (10.42 mmol) 4-dimethylaminopyridine was added and the resulting solution stirred at 120° for 48 h. After cooling to ambient temperature, the solution was poured into 100 ml 0.5 N NaHCO3-solution and extracted three times with 50 ml CH2Cl2. The combined organic layers were dried (Na2SO4), filtered and evapo...